This data is from the Open Reaction Database (ORD), a public repository of structured organic reaction records. The task is: describe an organic reaction: reactants, conditions, products, and yield The reactants are C1(=CC=CC=C1)O (phenol), BrCCCCCCCO (7-bromo-1-heptanol). Yields the product C1(=CC=CC=C1)OCCCCCCCO (7-(phenyloxy)-1-heptanol). As a reaction SMILES: [C:1]1([OH:7])[CH:6]=[CH:5][CH:4]=[CH:3][CH:2]=1.Br[CH2:9][CH2:10][CH2:11][CH2:12][CH2:13][CH2:14][CH2:15][OH:16]>>[C:1]1([O:7][CH2:9][CH2:10][CH2:11][CH2:12][CH2:13][CH2:14][CH2:15][OH:16])[CH:6]=[CH:5][CH:4]=[CH:3][CH:2]=1. Procedure: alkylating a phenol with 7-bromo-1-heptanol to provide 7-(phenyloxy)-1-heptanol;